Task: describe an organic reaction: reactants, conditions, products, and yield. Dataset: the Open Reaction Database (ORD), a public repository of structured organic reaction records The product is ClC1=NC=CC=C1C(=O)NC(CCl)(C)C (2-chloro 3-(1,1-dimethyl 2-chloro-ethyl)aminocarbonyl pyridine). Procedure details: 76.8 g (0.336 mole) of 2-chloro 3-(1,1-dimethyl-2-hydroxy-ethyl)aminocarbonyl pyridine are placed in a reaction vessel immersed in a cooling bath (ice+water). 244 ml (3.36 moles) of thionyl chloride are then added so as to maintain the temperature below 20° C. Reaction SMILES: [Cl:1][C:2]1[C:7]([C:8]([NH:10][C:11]([CH3:15])([CH3:14])[CH2:12]O)=[O:9])=[CH:6][CH:5]=[CH:4][N:3]=1.S(Cl)([Cl:18])=O>>[Cl:1][C:2]1[C:7]([C:8]([NH:10][C:11]([CH3:15])([CH3:14])[CH2:12][Cl:18])=[O:9])=[CH:6][CH:5]=[CH:4][N:3]=1. Starting materials: ClC1=NC=CC=C1C(=O)NC(CO)(C)C (2-chloro 3-(1,1-dimethyl-2-hydroxy-ethyl)aminocarbonyl pyridine), ice water, S(=O)(Cl)Cl (thionyl chloride). Starting materials: CCC(=O)O, CN(C)C=O, CCOC(C)=O, CCOCC, O=C[O-], Cl, O=c1[nH]c2ccc([N+](=O)[O-])cc2c2cc[nH]c12, [NH4+]. Product: CCC(=O)O, Cl, Nc1ccc2[nH]c(=O)c3[nH]ccc3c2c1. As a reaction SMILES: [CH2:5]([CH3:6])[C:7](=[O:8])[OH:9].[CH3:28][N:29]([CH3:30])[CH:31]=[O:32].[CH3:33][CH2:34][O:35][C:36](=[O:37])[CH3:38].[CH3:39][CH2:40][O:41][CH2:42][CH3:43].[CH:1]([O-:2])=[O:3].[ClH:27].[N+:10]([O-:11])(=[O:12])[c:13]1[cH:14][c:15]2[c:16]3[c:17]([c:18](=[O:23])[nH:19][c:20]2[cH:21][cH:22]1)[nH:24][cH:25][cH:26]3.[NH4+:4]>>[CH2:5]([CH3:6])[C:7](=[O:8])[OH:9].[ClH:27].[NH2:10][c:13]1[cH:14][c:15]2[c:16]3[c:17]([c:18](=[O:23])[nH:19][c:20]2[cH:21][cH:22]1)[nH:24][cH:25][cH:26]3. Reactants: CC1=CC=C(C=C1)S(=O)(=O)Cl (4-methylbenzenesulfonyl chloride), 15.5, Br.Br.N1(CCNCC1)C1=CC=C(C=C1)O (4-(1-piperazinyl)phenol dihydrobromide), C(C)O (ethanol), C(O)([O-])=O.[Na+] (sodium hydrogen carbonate). Run in O (water). Run at time 30 minute. The product is OC1=CC=C(C=C1)N1CCN(CC1)S(=O)(=O)C1=CC=C(C=C1)C (1-(4-hydroxyphenyl)-4-(4-methylphenylsulfonyl)piperazine). Reaction SMILES: Br.Br.[N:3]1([C:9]2[CH:14]=[CH:13][C:12]([OH:15])=[CH:11][CH:10]=2)[CH2:8][CH2:7][NH:6][CH2:5][CH2:4]1.C(O)C.[CH3:19][C:20]1[CH:25]=[CH:24][C:23]([S:26](Cl)(=[O:28])=[O:27])=[CH:22][CH:21]=1.C(=O)([O-])O.[Na+]>O>[OH:15][C:12]1[CH:11]=[CH:10][C:9]([N:3]2[CH2:4][CH2:5][N:6]([S:26]([C:23]3[CH:24]=[CH:25][C:20]([CH3:19])=[CH:21][CH:22]=3)(=[O:28])=[O:27])[CH2:7][CH2:8]2)=[CH:14][CH:13]=1 |f:0.1.2,5.6|. Reported procedure: To a stirred mixture of 15.5 parts of 4-(1-piperazinyl)phenol dihydrobromide, 40 parts of ethanol and 75 parts of water are added 15.2 parts of 4-methylbenzenesulfonyl chloride and stirring is continued for 30 minutes at room temperature. Then there are added portionwise 12.6 parts of sodium hydrogen carbonate at 0° C. Upon completion, stirring is continued overnight at room temperature. The precipitated product is filtered off and taken up in alkaline water. The mixture is filtered over hyflo a... Reactants: C(Cl)(Cl)Cl (CHCl3), C(C1=CC=CC=C1)OC=1C=C2C3=C(C=[N+](C2=CC1)[O-])N=C1N3[C@H](COC1)C ((11S)-2-(Benzyloxy)-11-methyl-10,11-dihydro-8H-[1,4]oxazino[4′,3′:1,2]imidazo[4,5-c]quinoline 5-oxide), ClC(C(=O)N=C=O)(Cl)Cl (trichloroacetyl isocyanate). The solvent is ClCCl (dichloromethane). Conditions: time 1 hour. Yields the product C(C1=CC=CC=C1)OC=1C=C2C3=C(C(=NC2=CC1)N)N=C1N3[C@@H](COC1)C ((11R)-2-(benzyloxy)-11-methyl-10,11-dihydro-8H-[1,4]oxazino[4′,3′:1,2]imidazo[4,5-c]quinolin-6-amine). Isolated yield 67.0%. Reaction SMILES: [CH2:1]([O:8][C:9]1[CH:10]=[C:11]2[C:16](=[CH:17][CH:18]=1)[N+:15]([O-])=[CH:14][C:13]1[N:20]=[C:21]3[CH2:26][O:25][CH2:24][C@H:23]([CH3:27])[N:22]3[C:12]2=1)[C:2]1[CH:7]=[CH:6][CH:5]=[CH:4][CH:3]=1.ClC(Cl)(Cl)C([N:32]=C=O)=O.C(Cl)(Cl)Cl>ClCCl>[CH2:1]([O:8][C:9]1[CH:10]=[C:11]2[C:16](=[CH:17][CH:18]=1)[N:15]=[C:14]([NH2:32])[C:13]1[N:20]=[C:21]3[CH2:26][O:25][CH2:24][C@@H:23]([CH3:27])[N:22]3[C:12]2=1)[C:2]1[CH:7]=[CH:6][CH:5]=[CH:4][CH:3]=1. Procedure: (11S)-2-(Benzyloxy)-11-methyl-10,11-dihydro-8H-[1,4]oxazino[4′,3′:1,2]imidazo[4,5-c]quinoline 5-oxide (2.02 g, 5.59 mmol) and trichloroacetyl isocyanate (0.87 mL, 7.27 mmol) were dissolved in dichloromethane (50 mL) under an atmosphere of N2. After one hour, the reaction was quenched with a small amount of methanol, and the solvent was removed under reduced pressure. The resulting residue was suspended in methanol (50 mL) and treated with NaOMe (25% in MeOH, 8 mL) for 20 hours. The volatiles wer... The reactants are C(#N)C1=CC=C2C(=N1)SC(=N2)C (5-cyano-2-methylthiazolo[5,4-b]pyridine), [OH-].[Na+] (NaOH), [H-].C(C(C)C)[Al+]CC(C)C (diisobutylaluminum hydride), C(C(O)C(O)C(=O)O)(=O)O (tartaric acid). Run in C1(=CC=CC=C1)C (toluene), C1CCOC1 (THF). Run at temperature -78 celsius, time 2 hour. The product is C(=O)C1=CC=C2C(=N1)SC(=N2)C (5-formyl-2-methylthiazolo[5,4-b]pyridine). Reaction SMILES: [C:1]([C:3]1[N:8]=[C:7]2[S:9][C:10]([CH3:12])=[N:11][C:6]2=[CH:5][CH:4]=1)#N.[H-].C([Al+]CC(C)C)C(C)C.C(O)(=O)C(C(C(O)=O)O)[OH:25].[OH-].[Na+]>C1(C)C=CC=CC=1.C1COCC1>[CH:1]([C:3]1[N:8]=[C:7]2[S:9][C:10]([CH3:12])=[N:11][C:6]2=[CH:5][CH:4]=1)=[O:25] |f:1.2,4.5|. Procedure details: To a suspension of the product of Step 4 (4.42 g, 25 mmol) in 100 mL of anhyd. THF at -78° C. was added dropwise 1.5M diisobutylaluminum hydride in toluene (40 mL) and the mixture was stirred at -78° C. for 2 hr. A solution of tartaric acid 10% was then added and the mixture was stirred at room temperature for 2 hr, neutralized with 10N NaOH and extracted with EtOAc. The title product was dried over Na2SO4 and purified by flash chromatography on silica with EtOAc:hexane 20:80 to yield 3.733 g (8...